Task: describe an organic reaction: reactants, conditions, products, and yield. Dataset: the Open Reaction Database (ORD), a public repository of structured organic reaction records Reactants: C1(=CC=CC=C1)C (toluene), CC(C)(C)C=1C=C(C=C(C1O)C(C)(C)C)C(C)=O (1-[3,5-bis(1,1-dimethylethyl)-4-hydroxyphenyl]ethanone), CN(N1C(SCC1=O)=S)C (N-dimethylaminorhodanine), C(C)(=O)[O-].[NH4+] (ammonium acetate). Solvent: C(C)(=O)O (acetic acid). Yields the product CC(C)(C)C=1C=C(C=C(C1O)C(C)(C)C)CC=C1C(N(C(S1)=S)N(C)C)=O (5-[[3,5-bis(1,1-dimethylethyl) -4-hydroxyphenyl]methylmethylene]-3-(dimethylamino)-2-thioxo-4-thiazolidinone). RXN SMILES: C1(C)C=CC=CC=1.[CH3:8][C:9]([C:12]1[CH:13]=[C:14]([C:23](=O)[CH3:24])[CH:15]=[C:16]([C:19]([CH3:22])([CH3:21])[CH3:20])[C:17]=1[OH:18])([CH3:11])[CH3:10].[CH3:26][N:27]([CH3:35])[N:28]1[C:32](=[O:33])[CH2:31][S:30][C:29]1=[S:34].C([O-])(=O)C.[NH4+]>C(O)(=O)C>[CH3:11][C:9]([C:12]1[CH:13]=[C:14]([CH2:23][CH:24]=[C:31]2[S:30][C:29](=[S:34])[N:28]([N:27]([CH3:35])[CH3:26])[C:32]2=[O:33])[CH:15]=[C:16]([C:19]([CH3:22])([CH3:21])[CH3:20])[C:17]=1[OH:18])([CH3:8])[CH3:10] |f:3.4|. Procedure details: To 675 ml of toluene were added 20.9 g of 1-[3,5-bis(1,1-dimethylethyl)-4-hydroxyphenyl]ethanone, 13.3 g of N-dimethylaminorhodanine 6.5 g of ammonium acetate and about 20 ml of acetic acid. The mixture was heated at reflux temperature and any aqueous layer generated was collected in a Dean-Stark trap. Over the following 52 hours an additional 39 g of ammonium acetate and about 100 ml of acetic acid were added in increments and a total of 89.2 ml of aqueous phase was drawn off. Following workup ...